This data is from the Open Reaction Database (ORD), a public repository of structured organic reaction records. The task is: describe an organic reaction: reactants, conditions, products, and yield The reactants are CC1=CC=C(C=C1)N1CCN(CC1)CCC=CC=1C=C2CCC(NC2=CC1)=O (6-{4-[4-(4-Methylphenyl)-1-piperazinyl]-1-butenyl}-3,4-dihydrocarbostyril). Reagents/catalysts: [Pd] (palladium black). The solvent is O1CCOCC1 (dioxane). Product: N1C(=O)CCC2=CC=CC=C12 (3,4-dihydrocarbostyril). Reaction SMILES: CC1C=CC(N2CCN(CCC=C[C:18]3[CH:19]=[C:20]4[C:25](=[CH:26][CH:27]=3)[NH:24][C:23](=[O:28])[CH2:22][CH2:21]4)CC2)=CC=1>O1CCOCC1.[Pd]>[NH:24]1[C:25]2[C:20](=[CH:19][CH:18]=[CH:27][CH:26]=2)[CH2:21][CH2:22][C:23]1=[O:28]. Reported procedure: 1.0 Gram of 6-{4-[4-(4-Methylphenyl)-1-piperazinyl]-1-butenyl}-3,4-dihydrocarbostyril and 0.2 g of palladium black were suspended in 100 ml of dioxane and the mixture was catalytically hydrogenated under an ordinary pressure at an ordinary temperature. The catalyst was removed by filtration and the filtrate was dried under a reduced pressure. The residue was recrystallized from isopropanol-diisopropyl ether to obtain 6-{4-[4-methylphenyl)piperazinyl]-butyl}-3,4-dihydrocarbostyril in colorless pr... The reactants are C([O-])([O-])=O.[Na+].[Na+] (sodium carbonate), BrC1=CC=C(OCC2=NN3C(N(C=4N=CNC4C3=N2)CCCC)=O)C=C1 (8-[(4-bromophenoxy)methyl]-4-butyl-1,4-dihydro-5H-[1,2,4]triazolo[5,1-i]purin-5-one), N1=CC=C(C=C1)B(O)O (4-pyridinylboronic acid). Reagents/catalysts: Br[Pd](P(C1=CC=CC=C1)(C1=CC=CC=C1)C1=CC=CC=C1)(P(C1=CC=CC=C1)(C1=CC=CC=C1)C1=CC=CC=C1)Br (dibromo[bis(triphenylphosphoranyl)]-palladium). The solvent is O (water), CN(C=O)C (N,N-dimethylformamide), O (water), CCOC(=O)C (EtOAc). Conditions: temperature 120 celsius. Yields the product C(CCC)N1C(N2C(C=3NC=NC13)=NC(=N2)COC2=CC=C(C=C2)C2=CC=NC=C2)=O (4-butyl-8-[(4-pyridin-4-ylphenoxy)methyl]-1,4-dihydro-5H-[1,2,4]triazolo[5,1-i]purin-5-one). The yield is 30.1%. As a reaction SMILES: Br[C:2]1[CH:26]=[CH:25][C:5]([O:6][CH2:7][C:8]2[N:19]=[C:18]3[N:10]([C:11](=[O:24])[N:12]([CH2:20][CH2:21][CH2:22][CH3:23])[C:13]4[N:14]=[CH:15][NH:16][C:17]=43)[N:9]=2)=[CH:4][CH:3]=1.[N:27]1[CH:32]=[CH:31][C:30](B(O)O)=[CH:29][CH:28]=1.C(=O)([O-])[O-].[Na+].[Na+]>CN(C)C=O.O.CCOC(C)=O.Br[Pd](Br)(P(C1C=CC=CC=1)(C1C=CC=CC=1)C1C=CC=CC=1)P(C1C=CC=CC=1)(C1C=CC=CC=1)C1C=CC=CC=1>[CH2:20]([N:12]1[C:13]2[N:14]=[CH:15][NH:16][C:17]=2[C:18]2=[N:19][C:8]([CH2:7][O:6][C:5]3[CH:25]=[CH:26][C:2]([C:30]4[CH:31]=[CH:32][N:27]=[CH:28][CH:29]=4)=[CH:3][CH:4]=3)=[N:9][N:10]2[C:11]1=[O:24])[CH2:21][CH2:22][CH3:23] |f:2.3.4|. Reported procedure: 8-[(4-bromophenoxy)methyl]-4-butyl-1,4-dihydro-5H-[1,2,4]triazolo[5,1-i]purin-5-one (100 mg, 0.24 mmol) and 4-pyridinylboronic acid (32 mg, 0.26 mol) were dissolved in N,N-dimethylformamide (3 mL) in a microwave tube. After the solution was degassed with N2 for 5 minutes, dibromo[bis(triphenylphosphoranyl)]-palladium (20 mg, 0.02 mmol) and a solution of sodium carbonate in water (2 M, 1 mL) were added. The reaction mixture was heated on a microwave reactor at 120° C. for 20 minutes. After coolin... The reactants are F[B-](F)(F)F.[N+](=O)([O-])C=1C=C(C=CC1)[N+]#N (3-nitrobenzenediazonium tetrafluoroborate), C1(=CC=CC=C1)OC (Anisole), C(C)(=O)[O-].[K+] (Potassium acetate). Reaction conditions: time 12 hour. Product: COC1=C(C=CC=C1)C1=CC(=CC=C1)[N+](=O)[O-] (2-methoxy-3'-nitrobiphenyl). RXN SMILES: F[B-](F)(F)F.[N+:6]([C:9]1[CH:10]=[C:11]([N+]#N)[CH:12]=[CH:13][CH:14]=1)([O-:8])=[O:7].C([O-])(=O)C.[K+].[C:22]1([O:28][CH3:29])[CH:27]=[CH:26][CH:25]=[CH:24][CH:23]=1>>[CH3:29][O:28][C:22]1[CH:27]=[CH:26][CH:25]=[CH:24][C:23]=1[C:11]1[CH:12]=[CH:13][CH:14]=[C:9]([N+:6]([O-:8])=[O:7])[CH:10]=1 |f:0.1,2.3|. Procedure details: Anisole (400 mL) and 3-nitrobenzenediazonium tetrafluoroborate (54.5 g, 0.23 mol) were placed in a 1-L flask and stirred mechanically. Potassium acetate (49.0 g, 0.5 mol) was added in one portion. The mixture turned red and warmed slightly. Stirring was continued 12 h., then the solution was filtered and the anisole evaporated in vacuo. Column chromatography of the residue (alumina, 0-10% ether/hexane, first yellow band) and recrystallization (95% EtOH) provided pure 2-methoxy-3'-nitrobiphenyl: ... The reactants are OP(=O)(C(CC1=CC=CC=C1)NC(=O)OC(C)(C)C)CC(C(=O)N[C@@H](CC1=CC=CC=C1)C(=O)OCC1=CC=CC=C1)CC1=CC=CC=C1 (Phenylmethyl N- [2 -[[hydroxy [2 -phenyl-1-[[(tert-butoxy) carbonyl]amino]ethyl]phosphinyl]methyl]-1-oxo-3-phenylpropyl]-L-phenylalaninate), FC(C(=O)O)(F)F.ClCCl (trifluoroacetic acid dichloromethane). Yields the product FC(C(=O)O)(F)F.NC(CC1=CC=CC=C1)P(=O)(O)CC(C(=O)N[C@@H](CC1=CC=CC=C1)C(=O)OCC1=CC=CC=C1)CC1=CC=CC=C1 (Phenylmethyl N- [2- [[(1-amino-2-phenylethyl)hydroxyphosphinyl]methyl]-1-oxo- 3-phenylpropyl]-L-phenylalaninate trifluoroacetate). The yield is 98.0%. As a reaction SMILES: [OH:1][P:2]([CH2:20][CH:21]([CH2:43][C:44]1[CH:49]=[CH:48][CH:47]=[CH:46][CH:45]=1)[C:22]([NH:24][C@H:25]([C:33]([O:35][CH2:36][C:37]1[CH:42]=[CH:41][CH:40]=[CH:39][CH:38]=1)=[O:34])[CH2:26][C:27]1[CH:32]=[CH:31][CH:30]=[CH:29][CH:28]=1)=[O:23])([CH:4]([NH:12]C(OC(C)(C)C)=O)[CH2:5][C:6]1[CH:11]=[CH:10][CH:9]=[CH:8][CH:7]=1)=[O:3].[F:50][C:51]([F:56])([F:55])[C:52]([OH:54])=[O:53].ClCCl>>[F:50][C:51]([F:56])([F:55])[C:52]([OH:54])=[O:53].[NH2:12][CH:4]([P:2]([CH2:20][CH:21]([CH2:43][C:44]1[CH:49]=[CH:48][CH:47]=[CH:46][CH:45]=1)[C:22]([NH:24][C@H:25]([C:33]([O:35][CH2:36][C:37]1[CH:38]=[CH:39][CH:40]=[CH:41][CH:42]=1)=[O:34])[CH2:26][C:27]1[CH:28]=[CH:29][CH:30]=[CH:31][CH:32]=1)=[O:23])([OH:3])=[O:1])[CH2:5][C:6]1[CH:11]=[CH:10][CH:9]=[CH:8][CH:7]=1 |f:1.2,3.4|. Reported procedure: Phenylmethyl N- [2 -[[hydroxy [2 -phenyl-1-[[(tert-butoxy) carbonyl]amino]ethyl]phosphinyl]methyl]-1-oxo-3-phenylpropyl]-L-phenylalaninate is treated with a trifluoroacetic acid/dichloromethane mixture for one hour at room temperature. The mixture is evaporated to dryness. The product obtained is precipitated from ether. The product is recovered in a yield of 98%. The reactants are FC(CNC1=NSC(=N1)N)(F)F (3-(2,2,2-Trifluoroethyl)amino-5-amino-1,2,4-thiadiazole), Cl.O1C(CCCC1)OCC(=N)N (tetrahydropyranyloxyacetamidine hydrochloride), [O-]CC.[Na+] (sodium ethoxide), [Na] (sodium). Solvent: alcohol. Reaction conditions: time 4 hour. The product is FC(CN=C(NC1=NC(=NS1)CO)N)(F)F (5-[2-(2,2,2-trifluoroethyl)guanidino]-3-hydroxymethyl-1,2,4-thiadiazole). As a reaction SMILES: [F:1][C:2]([F:12])([F:11])[CH2:3][NH:4][C:5]1[N:9]=[C:8](N)[S:7][N:6]=1.Cl.O1CCCCC1[O:20][CH2:21][C:22]([NH2:24])=[NH:23].[O-]CC.[Na+].[Na]>>[F:12][C:2]([F:1])([F:11])[CH2:3][N:4]=[C:5]([NH2:6])[NH:9][C:8]1[S:7][N:23]=[C:22]([CH2:21][OH:20])[N:24]=1 |f:1.2,3.4,^1:28|. Procedure details: 3-(2,2,2-Trifluoroethyl)amino-5-amino-1,2,4-thiadiazole (2.0 g.) and tetrahydropyranyloxyacetamidine hydrochloride (2.0 g.) was added to a solution of sodium ethoxide prepared from sodium (0.46 g.) and alcohol (50 ml.). The resulting mixture was stirred at 20° for 4 hours then heated under reflux for 60 hours. Volatile material was evaporated in vacuo and the residue was shaken with 2N hydrochloric acid (30 ml.) and ethyl acetate (30 ml.). The aqueous layer was further extracted with ethyl aceta...